Dataset: the Open Reaction Database (ORD), a public repository of structured organic reaction records. Task: describe an organic reaction: reactants, conditions, products, and yield Starting materials: [Al+3], [H-], [H-], [H-], [H-], [Li+], Nc1c2c(nc3cc(C(F)(F)F)ccc13)CCCC2=O, C1CCOC1. Product: Nc1c2c(nc3cc(C(F)(F)F)ccc13)CCCC2O. Reaction SMILES: [Al+3:22].[H-:21].[H-:24].[H-:25].[H-:26].[Li+:23].[NH2:1][c:2]1[c:3]2[cH:4][cH:5][c:6]([C:17]([F:18])([F:19])[F:20])[cH:7][c:8]2[n:9][c:10]2[c:15]1[C:14](=[O:16])[CH2:13][CH2:12][CH2:11]2.[O:27]1[CH2:28][CH2:29][CH2:30][CH2:31]1>>[NH2:1][c:2]1[c:3]2[cH:4][cH:5][c:6]([C:17]([F:18])([F:19])[F:20])[cH:7][c:8]2[n:9][c:10]2[c:15]1[CH:14]([OH:16])[CH2:13][CH2:12][CH2:11]2.